This data is from the Open Reaction Database (ORD), a public repository of structured organic reaction records. The task is: describe an organic reaction: reactants, conditions, products, and yield Reactants: O=C([O-])O, CCOC(=O)C#N, Cn1cccc1, ClC(Cl)Cl, [Na+]. Yields the product CCOC(=O)C(=N)c1cccn1C. RXN SMILES: [C:14](=[O:15])([OH:16])[O-:17].[C:7](#[N:8])[C:9](=[O:10])[O:11][CH2:12][CH3:13].[CH3:1][n:2]1[cH:3][cH:4][cH:5][cH:6]1.[CH:19]([Cl:20])([Cl:21])[Cl:22].[Na+:18]>>[CH3:1][n:2]1[c:3]([C:7](=[NH:8])[C:9](=[O:10])[O:11][CH2:12][CH3:13])[cH:4][cH:5][cH:6]1. Starting materials: ClCCl, O=C(c1ccc(Nc2ccnc3cc(C(F)(F)F)ccc23)cc1)N1CCNCC1, Cc1ccc(N=C=O)cc1. As a reaction SMILES: [CH2:40]([Cl:41])[Cl:42].[F:1][C:2]([c:3]1[cH:4][cH:5][c:6]2[c:7]([NH:13][c:14]3[cH:15][cH:16][c:17]([C:18](=[O:19])[N:20]4[CH2:21][CH2:22][NH:23][CH2:24][CH2:25]4)[cH:26][cH:27]3)[cH:8][cH:9][n:10][c:11]2[cH:12]1)([F:28])[F:29].[c:30]1([CH3:39])[cH:31][cH:32][c:33]([N:36]=[C:37]=[O:38])[cH:34][cH:35]1>>[F:1][C:2]([c:3]1[cH:4][cH:5][c:6]2[c:7]([NH:13][c:14]3[cH:15][cH:16][c:17]([C:18](=[O:19])[N:20]4[CH2:21][CH2:22][N:23]([C:37]([NH:36][c:33]5[cH:32][cH:31][c:30]([CH3:39])[cH:35][cH:34]5)=[O:38])[CH2:24][CH2:25]4)[cH:26][cH:27]3)[cH:8][cH:9][n:10][c:11]2[cH:12]1)([F:28])[F:29]. Product: Cc1ccc(NC(=O)N2CCN(C(=O)c3ccc(Nc4ccnc5cc(C(F)(F)F)ccc45)cc3)CC2)cc1.